describe an organic reaction: reactants, conditions, products, and yield From a dataset of the Open Reaction Database (ORD), a public repository of structured organic reaction records. Procedure details: The 2-t-butylazo-2-(t-amylperoxy)-4-methoxy-4-methylpentane was prepared in 97% crude yield from 7.78 grams (0.0331 moles) of 2-t-butylazo-2-chloro-4-methoxy-4-methylpentane, 5.35 grams (0.0464 moles) of 90% t-amyl hydroperoxide and 7.92 grams (0.0353 moles) of 25% potassium hydroxide solution. The procedure was the same as that described in Example XX. The infrared spectrum of the product indicated there was a small amount of 2-t-butylazo-2-hydroxy-4-methoxy-4-methylpentane present in the produ... Reactants: C(C)(C)(C)N=NC(C)(CC(C)(C)OC)O (2-t-butylazo-2-hydroxy-4-methoxy-4-methylpentane), C(C)(C)(C)N=NC(C)(CC(C)(C)OC)Cl (2-t-butylazo-2-chloro-4-methoxy-4-methylpentane), C(C)(C)(CC)OO (t-amyl hydroperoxide), [OH-].[K+] (potassium hydroxide). The product is C(C)(C)(C)N=NC(C)(CC(C)(C)OC)OOC(C)(C)CC (2-t-butylazo-2-(t-amylperoxy)-4-methoxy-4-methylpentane). As a reaction SMILES: [C:1]([N:5]=[N:6][C:7](Cl)([CH2:9][C:10]([O:13][CH3:14])([CH3:12])[CH3:11])[CH3:8])([CH3:4])([CH3:3])[CH3:2].[C:16]([O:21][OH:22])([CH2:19][CH3:20])([CH3:18])[CH3:17].[OH-].[K+].C(N=NC(O)(CC(OC)(C)C)C)(C)(C)C>>[C:1]([N:5]=[N:6][C:7]([O:22][O:21][C:16]([CH2:19][CH3:20])([CH3:18])[CH3:17])([CH2:9][C:10]([O:13][CH3:14])([CH3:12])[CH3:11])[CH3:8])([CH3:4])([CH3:3])[CH3:2] |f:2.3|. Starting materials: C(C)OC(CSC1=CN=C(S1)NC(=O)N(C1=C(C=C(C=C1F)F)F)CC1CCCC1)=O ({2-[3-cyclopentylmethyl-3-(2,4,6-trifluoro-phenyl)-ureido]-thiazol-5-ylsulfanyl}-acetic acid ethyl ester), C(C)OC(CSC1=CN=C(S1)N)=O ((2-amino-thiazol-5-ylsulfanyl)acetic acid ethyl ester), C1(CCCC1)CN(C(NC=1SC=C(N1)CC(=O)O)=O)C1=CC=C(C=C1)S(=O)(=O)C ({2-[3-cyclopentylmethyl-3-(4-methanesulfonyl-phenyl)-ureido]-thiazol-4-yl}-acetic acid), C1(CCCC1)CNC1=C(C=C(C=C1F)F)F (cyclopentylmethyl-(2,4,6-trifluorophenyl)-amine). The product is C1(CCCC1)CN(C(NC=1SC(=CN1)SCC(=O)O)=O)C1=C(C=C(C=C1F)F)F ({2-[3-Cyclopentylmethyl-3-(2,4,6-trifluoro-phenyl)-ureido]-thiazol-5-ylsulfanyl}-acetic acid). RXN SMILES: C([O:3][C:4](=[O:31])[CH2:5][S:6][C:7]1[S:11][C:10]([NH:12][C:13]([N:15]([CH2:25][CH:26]2[CH2:30][CH2:29][CH2:28][CH2:27]2)[C:16]2[C:21]([F:22])=[CH:20][C:19]([F:23])=[CH:18][C:17]=2[F:24])=[O:14])=[N:9][CH:8]=1)C.C1(CN(C2C=CC(S(C)(=O)=O)=CC=2)C(=O)NC2SC=C(CC(O)=O)N=2)CCCC1.C1(CNC2C(F)=CC(F)=CC=2F)CCCC1.C(OC(=O)CSC1SC(N)=NC=1)C>>[CH:26]1([CH2:25][N:15]([C:16]2[C:17]([F:24])=[CH:18][C:19]([F:23])=[CH:20][C:21]=2[F:22])[C:13](=[O:14])[NH:12][C:10]2[S:11][C:7]([S:6][CH2:5][C:4]([OH:31])=[O:3])=[CH:8][N:9]=2)[CH2:30][CH2:29][CH2:28][CH2:27]1. Procedure: The title compound was prepared via {2-[3-cyclopentylmethyl-3-(2,4,6-trifluoro-phenyl)-ureido]-thiazol-5-ylsulfanyl}-acetic acid ethyl ester in a similar manner as described for the synthesis of {2-[3-cyclopentylmethyl-3-(4-methanesulfonyl-phenyl)-ureido]-thiazol-4-yl}-acetic acid, using cyclopentylmethyl-(2,4,6-trifluorophenyl)-amine and (2-amino-thiazol-5-ylsulfanyl)acetic acid ethyl ester.